Dataset: the Open Reaction Database (ORD), a public repository of structured organic reaction records. Task: describe an organic reaction: reactants, conditions, products, and yield Starting materials: OC=1C=C(C=CC1OC)C=1OC=C(N1)CNC(C1=NC=CC=C1C)=O (N-[2-(3-hydroxy-4-methoxyphenyl)oxazol-4-ylmethyl]-3-methylpicolinamide), BrC(C)C (2-bromo propane). Yields the product COC1=C(C=C(C=C1)C=1OC=C(N1)CNC(C1=NC=CC=C1C)=O)OC(C)C (N-[2-(4-methoxy-3-isopropoxyphenyl)oxazol-4-ylmethyl]-3-methylpicolinamide). As a reaction SMILES: [OH:1][C:2]1[CH:3]=[C:4]([C:10]2[O:11][CH:12]=[C:13]([CH2:15][NH:16][C:17](=[O:25])[C:18]3[C:23]([CH3:24])=[CH:22][CH:21]=[CH:20][N:19]=3)[N:14]=2)[CH:5]=[CH:6][C:7]=1[O:8][CH3:9].Br[CH:27]([CH3:29])[CH3:28]>>[CH3:9][O:8][C:7]1[CH:6]=[CH:5][C:4]([C:10]2[O:11][CH:12]=[C:13]([CH2:15][NH:16][C:17](=[O:25])[C:18]3[C:23]([CH3:24])=[CH:22][CH:21]=[CH:20][N:19]=3)[N:14]=2)=[CH:3][C:2]=1[O:1][CH:27]([CH3:29])[CH3:28]. Procedure details: Using the compound obtained in Example 17 and 2-bromo propane, colorless oily N-[2-(4-methoxy-3-isopropoxyphenyl)oxazol-4-ylmethyl]-3-methylpicolinamide was obtained following the procedure of Example 19. The reactants are C([O-])([O-])=O.[K+].[K+] (potassium carbonate), NCCN1C(CCC1)C1=CC(=CC=C1)OC (N-(2-aminoethyl)-2-(3-methoxyphenyl)pyrrolidine), ClC1=CC=C(C(=O)Cl)C=C1 (4-chlorobenzoyl chloride). Run in ClCCl (dichloromethane), C(C)#N (acetonitrile). Run at time 1.5 hour. Product: ClC1=CC=C(C(=O)NCCN2C(CCC2)C2=CC(=CC=C2)OC)C=C1 (4-Chloro-N-{2-[2-(3-methoxyphenyl)-1-pyrrolidinyl]ethyl}benzamide). Yield: 85.0%. RXN SMILES: [NH2:1][CH2:2][CH2:3][N:4]1[CH2:8][CH2:7][CH2:6][CH:5]1[C:9]1[CH:14]=[CH:13][CH:12]=[C:11]([O:15][CH3:16])[CH:10]=1.C(=O)([O-])[O-].[K+].[K+].[Cl:23][C:24]1[CH:32]=[CH:31][C:27]([C:28](Cl)=[O:29])=[CH:26][CH:25]=1>C(#N)C.ClCCl>[Cl:23][C:24]1[CH:32]=[CH:31][C:27]([C:28]([NH:1][CH2:2][CH2:3][N:4]2[CH2:8][CH2:7][CH2:6][CH:5]2[C:9]2[CH:14]=[CH:13][CH:12]=[C:11]([O:15][CH3:16])[CH:10]=2)=[O:29])=[CH:26][CH:25]=1 |f:1.2.3|. Procedure: To a solution of N-(2-aminoethyl)-2-(3-methoxyphenyl)pyrrolidine (0.58 g) in acetonitrile (15 ml) was added milled potassium carbonate (1.10 g) followed by 4-chlorobenzoyl chloride (0.33 ml) at ambient temperature, under nitrogen. The reaction mixture was stirred for 1.5 hrs, diluted with dichloromethane, and filtered. The filter cake was washed with dichloromethane, and the combined filtrates were concentrated. The residue was purified by flash column chromatography (silica gel, 0-20% methanol/... Reactants: Cn1ncc(Br)c1N, O=C(Cl)OCC(Cl)(Cl)Cl, C1CCOC1, O, c1ccncc1. Product: Cn1ncc(Br)c1NC(=O)OCC(Cl)(Cl)Cl. As a reaction SMILES: [Br:1][c:2]1[cH:3][n:4][n:5]([CH3:8])[c:6]1[NH2:7].[Cl:15][C:16](=[O:17])[O:18][CH2:19][C:20]([Cl:21])([Cl:22])[Cl:23].[O:25]1[CH2:26][CH2:27][CH2:28][CH2:29]1.[OH2:24].[cH:9]1[cH:10][cH:11][n:12][cH:13][cH:14]1>>[Br:1][c:2]1[cH:3][n:4][n:5]([CH3:8])[c:6]1[NH:7][C:16](=[O:17])[O:18][CH2:19][C:20]([Cl:21])([Cl:22])[Cl:23].